This data is from the Open Reaction Database (ORD), a public repository of structured organic reaction records. The task is: describe an organic reaction: reactants, conditions, products, and yield The reactants are COCCN1CCc2ccc(N)cc2CC1, C#CCNC(=O)c1ccccc1Nc1nc(Cl)ncc1Cl. Product: C#CCNC(=O)c1ccccc1Nc1nc(Nc2ccc3c(c2)CCN(CCOC)CC3)ncc1Cl. RXN SMILES: [CH3:1][O:2][CH2:3][CH2:4][N:5]1[CH2:6][CH2:7][c:8]2[c:9]([cH:12][c:13]([NH2:16])[cH:14][cH:15]2)[CH2:10][CH2:11]1.[Cl:17][c:18]1[n:19][cH:20][c:21]([Cl:37])[c:22]([NH:24][c:25]2[c:26]([C:27](=[O:28])[NH:29][CH2:30][C:31]#[CH:32])[cH:33][cH:34][cH:35][cH:36]2)[n:23]1>>[CH3:1][O:2][CH2:3][CH2:4][N:5]1[CH2:6][CH2:7][c:8]2[c:9]([cH:12][c:13]([NH:16][c:18]3[n:19][cH:20][c:21]([Cl:37])[c:22]([NH:24][c:25]4[c:26]([C:27](=[O:28])[NH:29][CH2:30][C:31]#[CH:32])[cH:33][cH:34][cH:35][cH:36]4)[n:23]3)[cH:14][cH:15]2)[CH2:10][CH2:11]1. The reactants are C(C)(=O)OCC (ethyl acetate), ice, FC1=CC=C(C=O)C=C1 (4-Fluorobenzaldehyde), C(CC)S(=O)[O-].[Na+] (sodium n-propylsulphinate), ice. Solvent: CCCCCC (hexane), CS(=O)C (DMSO). Run at temperature 100 celsius. The product is C(CC)S(=O)(=O)C1=CC=C(C=O)C=C1 (4-(Propylsulphonyl)benzaldehyde). Yield: 53.6%. Reaction SMILES: F[C:2]1[CH:9]=[CH:8][C:5]([CH:6]=[O:7])=[CH:4][CH:3]=1.[CH2:10]([S:13]([O-:15])=[O:14])[CH2:11][CH3:12].[Na+].C(OCC)(=O)C>CS(C)=O.CCCCCC>[CH2:10]([S:13]([C:2]1[CH:9]=[CH:8][C:5]([CH:6]=[O:7])=[CH:4][CH:3]=1)(=[O:15])=[O:14])[CH2:11][CH3:12] |f:1.2|. Procedure details: 4-Fluorobenzaldehyde (3.03 mL, 28.2 mmol) and sodium n-propylsulphinate (4.03 g, 31.0 mmol, synthesised as described in J. Med. Chem. 1989, 32, 2436) were dissolved in dry DMSO and the resulting solution heated at 100° C. for 18 h. The mixture was allowed to cool and then poured onto approximately 50 g of ice. After the ice had melted, the product was extracted into ethyl acetate (×2). The combined organic extracts were dried (MgSO4) and concentrated. Chromatography on silica eluting with 20 to ... The reactants are CCOC(=O)C(=NOCc1ccccc1)C(C)=O, CC(=O)O, O=S(=O)(Cl)Cl. The product is CCOC(=O)C(=NOCc1ccccc1)C(=O)CCl. Reaction SMILES: [CH2:1]([c:2]1[cH:3][cH:4][cH:5][cH:6][cH:7]1)[O:8][N:9]=[C:10]([C:11](=[O:12])[O:13][CH2:14][CH3:15])[C:16]([CH3:17])=[O:18].[CH3:24][C:25](=[O:26])[OH:27].[S:19]([Cl:20])(=[O:21])([Cl:22])=[O:23]>>[CH2:1]([c:2]1[cH:3][cH:4][cH:5][cH:6][cH:7]1)[O:8][N:9]=[C:10]([C:11](=[O:12])[O:13][CH2:14][CH3:15])[C:16]([CH2:17][Cl:22])=[O:18]. Reactants: S1C=C(C=C1)CCO (2-(3-thienyl)ethanol), BrN1C(CCC1=O)=O (N-bromosuccinimide). The solvent is C(Cl)(Cl)(Cl)Cl (carbon tetrachloride). Reaction conditions: time 1 hour. Yields the product BrC=1SC=CC1CCO (2-Bromo-3-(2-hydroxyethyl)thiophene). The yield is 99.5%. As a reaction SMILES: [S:1]1[CH:5]=[CH:4][C:3]([CH2:6][CH2:7][OH:8])=[CH:2]1.[Br:9]N1C(=O)CCC1=O>C(Cl)(Cl)(Cl)Cl>[Br:9][C:2]1[S:1][CH:5]=[CH:4][C:3]=1[CH2:6][CH2:7][OH:8]. Reported procedure: To a stirred solution of 2-(3-thienyl)ethanol (25.0 g, 0.195 mol) in carbon tetrachloride (250 ml) was added N-bromosuccinimide (34.7 g, 0.195 mol) in several portions over a 15 minute period. The mixture was stirred at room temperature for one hour. The succinimide was removed by filtration and the filtrate was concentrated in vacuo at room temperature to give the product as a viscous amber oil (40.2 g) (99%). TLC indicated that the product was pure and mass spectral analysis showed a molecular... Reactants: FC(C=1C=C(C=CC1)S)(F)F (m-trifluoromethylthiophenol), BrC1=CC(=CO1)C(=O)O (5-bromofuran-3-carboxylic acid). The product is FC(C=1C=C(C=CC1)SC1=CC(=CO1)C(=O)O)(F)F (5-(3-Trifluoromethylphenylthio)furan-3-carboxylic Acid). As a reaction SMILES: [F:1][C:2]([F:11])([F:10])[C:3]1[CH:4]=[C:5]([SH:9])[CH:6]=[CH:7][CH:8]=1.Br[C:13]1[O:17][CH:16]=[C:15]([C:18]([OH:20])=[O:19])[CH:14]=1>>[F:11][C:2]([F:1])([F:10])[C:3]1[CH:4]=[C:5]([S:9][C:13]2[O:17][CH:16]=[C:15]([C:18]([OH:20])=[O:19])[CH:14]=2)[CH:6]=[CH:7][CH:8]=1. Procedure: By the procedure of Example 13, m-trifluoromethylthiophenol (5.59 g., 31.4 mmoles) was reacted with 5-bromofuran-3-carboxylic acid. Isolation according to Example 16 gave crude product (1.0 g.) as a gummy solid. The latter was chromatographed on silica gel with ethyl acetate-1/hexane-5/5% acetic acid as eluant. Clean middle fractions were combined and evaporated to solid product (550 mg.). Recrystallization from hexane gave purified 5-(3-trifluoromethylphenylthio)furan-3-carboxylic acid (310 mg.... Product: CC(C)(C)OC(=O)N1CCC(c2ccccc2OS(=O)(=O)C(F)(F)C(F)(F)C(F)(F)C(F)(F)F)CC1. As a reaction SMILES: [C:27]([CH3:28])([CH3:29])([CH3:30])[O:31][C:32](=[O:33])[N:34]1[CH2:35][CH2:36][CH:37]([c:40]2[c:41]([OH:46])[cH:42][cH:43][cH:44][cH:45]2)[CH2:38][CH2:39]1.[CH2:18]([N:19]([CH:20]([CH3:21])[CH3:22])[CH:23]([CH3:24])[CH3:25])[CH3:26].[CH3:47][N:48]([c:49]1[cH:50][cH:51][n:52][cH:53][cH:54]1)[CH3:55].[Cl:56][CH2:57][CH2:58][Cl:59].[F:1][C:2]([C:3]([C:4]([S:5](=[O:6])(=[O:7])[F:8])([F:9])[F:10])([F:11])[F:12])([C:13]([F:14])([F:15])[F:16])[F:17]>>[F:1][C:2]([C:3]([C:4]([S:5](=[O:6])(=[O:7])[O:46][c:41]1[c:40]([CH:37]2[CH2:36][CH2:35][N:34]([C:32]([O:31][C:27]([CH3:28])([CH3:29])[CH3:30])=[O:33])[CH2:39][CH2:38]2)[cH:45][cH:44][cH:43][cH:42]1)([F:9])[F:10])([F:11])[F:12])([C:13]([F:14])([F:15])[F:16])[F:17]. Starting materials: CC(C)(C)OC(=O)N1CCC(c2ccccc2O)CC1, CCN(C(C)C)C(C)C, CN(C)c1ccncc1, ClCCCl, O=S(=O)(F)C(F)(F)C(F)(F)C(F)(F)C(F)(F)F. Starting materials: C1COCCN1, ClCCl, COC(=O)C(O)CC(C)C, Cc1ccccc1, CN(C)C=O, O=C(Cl)Cl, Cl. Product: COC(=O)C(CC(C)C)OC(=O)N1CCOCC1. As a reaction SMILES: [CH2:15]1[CH2:16][O:17][CH2:18][CH2:19][NH:20]1.[CH2:34]([Cl:35])[Cl:36].[CH3:1][O:2][C:3]([CH:4]([CH2:5][CH:6]([CH3:7])[CH3:8])[OH:9])=[O:10].[CH3:22][c:23]1[cH:24][cH:25][cH:26][cH:27][cH:28]1.[CH3:29][N:30]([CH3:31])[CH:32]=[O:33].[Cl:11][C:12]([Cl:13])=[O:14].[ClH:21]>>[CH3:1][O:2][C:3]([CH:4]([CH2:5][CH:6]([CH3:7])[CH3:8])[O:9][C:12](=[O:14])[N:20]1[CH2:15][CH2:16][O:17][CH2:18][CH2:19]1)=[O:10]. Starting materials: O=C([O-])[O-], C=CCNc1nc(N2CCc3ccccc3CC2)c(C#N)c(=O)n1CC=C, CCBr, CN(C)C=O, [K+], [K+]. The product is C=CCN(CC)c1nc(N2CCc3ccccc3CC2)c(C#N)c(=O)n1CC=C. RXN SMILES: [C:31](=[O:32])([O-:33])[O-:34].[CH2:1]([CH:2]=[CH2:3])[n:4]1[c:5]([NH:24][CH2:25][CH:26]=[CH2:27])[n:6][c:7]([N:13]2[CH2:14][CH2:15][c:16]3[c:17]([cH:20][cH:21][cH:22][cH:23]3)[CH2:18][CH2:19]2)[c:8]([C:11]#[N:12])[c:9]1=[O:10].[CH2:28]([CH3:29])[Br:30].[CH3:37][N:38]([CH3:39])[CH:40]=[O:41].[K+:35].[K+:36]>>[CH2:1]([CH:2]=[CH2:3])[n:4]1[c:5]([N:24]([CH2:25][CH:26]=[CH2:27])[CH2:28][CH3:29])[n:6][c:7]([N:13]2[CH2:14][CH2:15][c:16]3[c:17]([cH:20][cH:21][cH:22][cH:23]3)[CH2:18][CH2:19]2)[c:8]([C:11]#[N:12])[c:9]1=[O:10]. The reactants are Cc1ccc(F)c(C(C)Oc2ccc([N+](=O)[O-])cc2)c1F, O=[Pt]. The product is Cc1ccc(F)c(C(C)Oc2ccc(N)cc2)c1F. As a reaction SMILES: [F:1][c:2]1[c:3]([CH:10]([CH3:11])[O:12][c:13]2[cH:14][cH:15][c:16]([N+:19]([O-:20])=[O:21])[cH:17][cH:18]2)[c:4]([F:9])[c:5]([CH3:8])[cH:6][cH:7]1.[Pt:22]=[O:23]>>[F:1][c:2]1[c:3]([CH:10]([CH3:11])[O:12][c:13]2[cH:14][cH:15][c:16]([NH2:19])[cH:17][cH:18]2)[c:4]([F:9])[c:5]([CH3:8])[cH:6][cH:7]1. The reactants are BrC=1C=C(C=2C=NN(C2C1)C(C)C)C(=O)NCC=1C(NC(=CC1C)C)=O (6-bromo-N-[(4,6-dimethyl-2-oxo-1,2-dihydro-3-pyridinyl)methyl]-1-(1-methylethyl)-1H-indazole-4-carboxamide), C(Cl)Cl.CO (DCM MeOH), CC1=C(C=CC=C1)B(O)O ((2-methylphenyl)boronic acid), C([O-])(O)=O.[Na+] (Sodium bicarbonate). The reagents and catalysts are C1=CC=C(C=C1)P([C-]2C=CC=C2)C3=CC=CC=C3.C1=CC=C(C=C1)P([C-]2C=CC=C2)C3=CC=CC=C3.Cl[Pd]Cl.[Fe+2].C(Cl)Cl (PdCl2(dppf) CH2Cl2). The solvent is O1CCOCC1.O (dioxane water). Run at temperature 100 celsius. The product is CC1=C(C(NC(=C1)C)=O)CNC(=O)C=1C=2C=NN(C2C=C(C1)C1=C(C=CC=C1)C)C(C)C (N-[(4,6-Dimethyl-2-oxo-1,2-dihydro-3-pyridinyl)methyl]-1-(1-methylethyl)-6-(2-methylphenyl)-1H-indazole-4-carboxamide). Yield: 67.6%. As a reaction SMILES: Br[C:2]1[CH:3]=[C:4]([C:14]([NH:16][CH2:17][C:18]2[C:19](=[O:26])[NH:20][C:21]([CH3:25])=[CH:22][C:23]=2[CH3:24])=[O:15])[C:5]2[CH:6]=[N:7][N:8]([CH:11]([CH3:13])[CH3:12])[C:9]=2[CH:10]=1.[CH3:27][C:28]1[CH:33]=[CH:32][CH:31]=[CH:30][C:29]=1B(O)O.C(=O)(O)[O-].[Na+].C(Cl)Cl.CO>O1CCOCC1.O.C1C=CC(P(C2C=CC=CC=2)[C-]2C=CC=C2)=CC=1.C1C=CC(P(C2C=CC=CC=2)[C-]2C=CC=C2)=CC=1.Cl[Pd]Cl.[Fe+2].C(Cl)Cl>[CH3:24][C:23]1[CH:22]=[C:21]([CH3:25])[NH:20][C:19](=[O:26])[C:18]=1[CH2:17][NH:16][C:14]([C:4]1[C:5]2[CH:6]=[N:7][N:8]([CH:11]([CH3:13])[CH3:12])[C:9]=2[CH:10]=[C:2]([C:29]2[CH:30]=[CH:31][CH:32]=[CH:33][C:28]=2[CH3:27])[CH:3]=1)=[O:15] |f:2.3,4.5,6.7,8.9.10.11.12|. Procedure details: In a 25 mL sealable tube under nitrogen were combined 6-bromo-N-[(4,6-dimethyl-2-oxo-1,2-dihydro-3-pyridinyl)methyl]-1-(1-methylethyl)-1H-indazole-4-carboxamide (120 mg, 0.29 mmol) and [(2-methylphenyl)boronic acid (58.6 mg, 0.43 mmol) in dioxane/water (3 mL:1 mL). PdCl2(dppf)-CH2Cl2 (11.74 mg, 0.014 mmol) was added and the resulting mixture was degassed with nitrogen for 10 min. Sodium bicarbonate (72.5 mg, 0.86 mmol) was added and the insoluble mixture was heated in a microwave at 100° C. for ...